This data is from the Open Reaction Database (ORD), a public repository of structured organic reaction records. The task is: describe an organic reaction: reactants, conditions, products, and yield Reactants: C(C1=CC=CC=C1)N1C(OC(=N1)C1CCN(CC1)C1=CC=C(C=C1)[N+](=O)[O-])=O (3-benzyl-5-[1-(4-nitrophenyl)-4-piperidyl]-2,3-dihydro-1,3,4-oxadiazol-2-one), O.O.Cl[Sn]Cl (SnCl2.2H2O). Run in CO (methanol), CO (methanol). Product: NC1=CC=C(C=C1)N1CCC(CC1)C1=NN(C(O1)=O)CC1=CC=CC=C1 (5-[1-(4-aminophenyl)-4-piperidyl]-3-benzyl-2,3-dihydro-1,3,4-oxadiazol-2-one). The yield is 87.8%. RXN SMILES: [CH2:1]([N:8]1[N:12]=[C:11]([CH:13]2[CH2:18][CH2:17][N:16]([C:19]3[CH:24]=[CH:23][C:22]([N+:25]([O-])=O)=[CH:21][CH:20]=3)[CH2:15][CH2:14]2)[O:10][C:9]1=[O:28])[C:2]1[CH:7]=[CH:6][CH:5]=[CH:4][CH:3]=1.O.O.Cl[Sn]Cl>CO>[NH2:25][C:22]1[CH:23]=[CH:24][C:19]([N:16]2[CH2:17][CH2:18][CH:13]([C:11]3[O:10][C:9](=[O:28])[N:8]([CH2:1][C:2]4[CH:7]=[CH:6][CH:5]=[CH:4][CH:3]=4)[N:12]=3)[CH2:14][CH2:15]2)=[CH:20][CH:21]=1 |f:1.2.3|. Procedure: 5-[1-(4-Nitrophenyl)-4-piperidyl]-2,3-dihydro-1,3,4-oxadiazol-2-one (5a 1.16 g, 4 mmol) on reacting with C6H5CH2Br (0.82 g, 4.8 mmol) in DMF in the presence of base K2CO3 (1.38 g, 10 mmol) at room temperature (27° C.) for 10 h, after completion of the reaction, reaction mixture is poured into ice water and extracted into chloroform finally purification by column chromatography to afford pure compound 3-benzyl-5-[1-(4-nitrophenyl)-4-piperidyl]-2,3-dihydro-1,3,4-oxadiazol-2-one (6c, 1.42 g, 94%). ... Reactants: C1(=CC=CC=C1)C(NCCSC(=O)OC1=CC=C(C=C1)[N+](=O)[O-])(C1=CC=CC=C1)C1=CC=CC=C1 (N-triphenylmethyl-2-paranitrophenoxycarbonylthioethylamine), C(C1=CC=CC=C1)C1CCNCC1 (4-benzylpiperidine). Product: C(C1=CC=CC=C1)C1CCN(CC1)C(=O)SCCN (2-(4-benzylpiperidino)carbonylthioethylamine). Reaction SMILES: C1(C(C2C=CC=CC=2)(C2C=CC=CC=2)[NH:8][CH2:9][CH2:10][S:11][C:12](OC2C=CC([N+]([O-])=O)=CC=2)=[O:13])C=CC=CC=1.[CH2:36]([CH:43]1[CH2:48][CH2:47][NH:46][CH2:45][CH2:44]1)[C:37]1[CH:42]=[CH:41][CH:40]=[CH:39][CH:38]=1>>[CH2:36]([CH:43]1[CH2:48][CH2:47][N:46]([C:12]([S:11][CH2:10][CH2:9][NH2:8])=[O:13])[CH2:45][CH2:44]1)[C:37]1[CH:42]=[CH:41][CH:40]=[CH:39][CH:38]=1. Reported procedure: N-triphenylmethyl-2-paranitrophenoxycarbonylthioethylamine (300 mg) and 4-benzylpiperidine (327 μl) were subjected to similar reactions to those described in References 2 and 4 to give 2-(4-benzylpiperidino)carbonylthioethylamine (crude formate: 210 mg). The product was dissolved in anhydrous methanol (3.5 ml). Triethylamine (432 μl) and mitocyin A (151 mg: 0.7 molar equivalent) were added to the solution which was then treated in a similar manner to that described in Example 1 to obtain Compoun...